Dataset: the Open Reaction Database (ORD), a public repository of structured organic reaction records. Task: describe an organic reaction: reactants, conditions, products, and yield Starting materials: C1(=CC=CC=C1)S(=O)(=O)N1C(=CC2=C(C(=CC=C12)OC)OC)I (1-benzenesulfonyl-2-iodo-4,5-dimethoxy-1H-indole), C(CCC)[Sn](CCCC)(CCCC)C1=CCCC1 (tributylstannylcyclopentene). Reagents/catalysts: Cl[Pd]([P](C1=CC=CC=C1)(C2=CC=CC=C2)C3=CC=CC=C3)([P](C4=CC=CC=C4)(C5=CC=CC=C5)C6=CC=CC=C6)Cl (PdCl2(PPh3)2). The solvent is CN(C)C=O (DMF). Run at temperature 90 celsius. Product: C1(=CC=CC=C1)S(=O)(=O)N1C(=CC2=C(C(=CC=C12)OC)OC)C1=CCCC1 (1-benzenesulfonyl-2-cyclopent-1-enyl-4,5-dimethoxy-1H-indole). The yield is 65.0%. RXN SMILES: [C:1]1([S:7]([N:10]2[C:18]3[C:13](=[C:14]([O:21][CH3:22])[C:15]([O:19][CH3:20])=[CH:16][CH:17]=3)[CH:12]=[C:11]2I)(=[O:9])=[O:8])[CH:6]=[CH:5][CH:4]=[CH:3][CH:2]=1.C([Sn]([C:37]1[CH2:41][CH2:40][CH2:39][CH:38]=1)(CCCC)CCCC)CCC>CN(C=O)C.Cl[Pd](Cl)([P](C1C=CC=CC=1)(C1C=CC=CC=1)C1C=CC=CC=1)[P](C1C=CC=CC=1)(C1C=CC=CC=1)C1C=CC=CC=1>[C:1]1([S:7]([N:10]2[C:18]3[C:13](=[C:14]([O:21][CH3:22])[C:15]([O:19][CH3:20])=[CH:16][CH:17]=3)[CH:12]=[C:11]2[C:37]2[CH2:41][CH2:40][CH2:39][CH:38]=2)(=[O:9])=[O:8])[CH:6]=[CH:5][CH:4]=[CH:3][CH:2]=1 |^1:49,68|. Reported procedure: To 539 mg (1.22 mmol) the iodo intermediate from step 2 in 5 mL dry DMF was added 43 mg (0.061 mmol, 5 mol %) of PdCl2(PPh3)2, followed by 870 mg (2.44 mmol, 2 eq) tributylstannylcyclopentene. The reaction was heated to 90° C. for 4 h, concentrated, dissolved in EtOAc and filtered through celite. The EtOAc layer was washed with H2O, aqueous NaCl solution, dried (MgSO4), and concentrated. The product was purified by silica gel chromatography (5-15% EtOAc/hexane) to yield 302 mgs of 1-benzenesulfo... Reactants: ClC1=CC=C(C=C1)CCCOC1CCN(CC1)C(=O)OC(C)(C)C (Tert-butyl 4-[3-(4-chlorophenyl)propoxy]-piperidine-1-carboxylate), [OH-].[Na+] (sodium hydroxide). The solvent is C(Cl)Cl (methylene chloride), FC(C(=O)O)(F)F (trifluoroacetic acid). Run at time 8 hour. The product is ClC1=CC=C(C=C1)CCCOC1CCNCC1 (4-[3-(4-chlorophenyl)propoxy]piperidine). Isolated yield 100.6%. As a reaction SMILES: [Cl:1][C:2]1[CH:7]=[CH:6][C:5]([CH2:8][CH2:9][CH2:10][O:11][CH:12]2[CH2:17][CH2:16][N:15](C(OC(C)(C)C)=O)[CH2:14][CH2:13]2)=[CH:4][CH:3]=1.[OH-].[Na+]>C(Cl)Cl.FC(F)(F)C(O)=O>[Cl:1][C:2]1[CH:7]=[CH:6][C:5]([CH2:8][CH2:9][CH2:10][O:11][CH:12]2[CH2:13][CH2:14][NH:15][CH2:16][CH2:17]2)=[CH:4][CH:3]=1 |f:1.2|. Reported procedure: Tert-butyl 4-[3-(4-chlorophenyl)propoxy]-piperidine-1-carboxylate (0.151 g, 0.427 mmol) prepared in Reference example 114 was dissolved in methylene chloride (4 ml), to which trifluoroacetic acid was added, and the mixture was stirred at room temperature overnight. The reaction mixture was neutralized with sodium hydroxide aqueous solution, and the mixture was extracted with methylene chloride twice. The extracts were combined and washed with brine. The organic layer was dried over sodium sulfat... Starting materials: COC(C1=C(C=C(C(=C1)F)C(F)(F)F)[N+](=O)[O-])=O (5-fluoro-2-nitro-4-trifluoromethyl-benzoic acid methyl ester), N1CCSCC1 (thiomorpholine). Solvent: O1CCCC1 (tetrahydrofuran). Product: COC(C1=C(C=C(C(=C1)N1CCSCC1)C(F)(F)F)[N+](=O)[O-])=O (2-nitro-5-thiomorpholin-4-yl-4-trifluoromethyl-benzoic acid methyl ester). The yield is 98.3%. RXN SMILES: [CH3:1][O:2][C:3](=[O:18])[C:4]1[CH:9]=[C:8](F)[C:7]([C:11]([F:14])([F:13])[F:12])=[CH:6][C:5]=1[N+:15]([O-:17])=[O:16].[NH:19]1[CH2:24][CH2:23][S:22][CH2:21][CH2:20]1>O1CCCC1>[CH3:1][O:2][C:3](=[O:18])[C:4]1[CH:9]=[C:8]([N:19]2[CH2:24][CH2:23][S:22][CH2:21][CH2:20]2)[C:7]([C:11]([F:14])([F:13])[F:12])=[CH:6][C:5]=1[N+:15]([O-:17])=[O:16]. Procedure details: A solution of 240 mg (0.90 mmol) of 5-fluoro-2-nitro-4-trifluoromethyl-benzoic acid methyl ester and 0.189 ml (2.00 mmol) of thiomorpholine in 2.5 ml of tetrahydrofuran is heated at reflux for 2 hours. After evaporation of the tetrahydrofuran the residue is distributed between water and ethyl acetate, the organic phase separated and washed with water and brine, dried over Na2SO4 and concentrated yielding 310 mg of 2-nitro-5-thiomorpholin-4-yl-4-trifluoromethyl-benzoic acid methyl ester as brown ... Starting materials: ClC(C)O (chloro-ethanol), C1CCOC1 (THF), ClC1=CC=C(OC(C(=O)Cl)(C)C)C=C1 (p-chlorophenoxy-2-methylpropionic acid chloride). Run in C(C)N(CC)CC (triethylamine). Yields the product ClC1=CC=C(OC(C(=O)OCCCl)(C)C)C=C1 (1-(2-p-chlorophenoxy-2-methylpropionyloxy)-2-chloro-ethane). Reaction SMILES: [Cl:1]C(O)C.C1C[O:8][CH2:7][CH2:6]1.[Cl:10][C:11]1[CH:23]=[CH:22][C:14]([O:15][C:16]([CH3:21])([CH3:20])[C:17](Cl)=[O:18])=[CH:13][CH:12]=1>C(N(CC)CC)C>[Cl:10][C:11]1[CH:23]=[CH:22][C:14]([O:15][C:16]([CH3:21])([CH3:20])[C:17]([O:8][CH2:7][CH2:6][Cl:1])=[O:18])=[CH:13][CH:12]=1. Reported procedure: To a solution of 80.5 g of chloro-ethanol (1 mole) in THF containing 101 g (1 mole) of triethylamine are added, dropwise with stirring, 233 g (1 mole) of p-chlorophenoxy-2-methylpropionic acid chloride. The triethylamine hydrochloride is filtered, and the ester formed is distilled; it is identical to that obtained under 6.1.1.; the synthesis of (VI) is continued as under 6.1.2., and then 6.1.3. The reactants are hydrochloride salt, Cl.CCO (HCl EtOH), C(C=C)N1N=C(N=C1C=1C=C(C=O)C=CC1)C1=CC=C(C=C1)OC (3-[2-allyl-5-(4-methoxy-phenyl)-2H-[1,2,4]triazol-3-yl]-benzaldehyde), C(C=C)N1N=C(N=C1C1=CC=C(C=C1)OC)C=1C=C(C=O)C=CC1 (3-[-allyl-5-(4-methoxy-phenyl)-1H-[1,2,4]triazol-3-yl]-benzaldehyde), N1CCCC1 (pyrrolidine), C(C)(=O)O (acetic acid), C(C)(=O)O[BH-](OC(C)=O)OC(C)=O.[Na+] (sodium triacetoxyborohydride), aldehyde. Run in C1CCOC1 (THF), C(C)O (ethanol). Run at time 15 minute. Yields the product Cl.C(C=C)N1N=C(N=C1C1=CC=C(C=C1)OC)C1=CC(=CC=C1)CN1CCCC1 (1-Allyl-5-(4-methoxy-phenyl)-3-(3-pyrrolidin-1-ylmethyl-phenyl)-1H-[1,2,4]triazole hydrochloride). Isolated yield 38.8%. RXN SMILES: C([N:4]1[C:8]([C:9]2[CH:10]=[C:11](C=CC=2)C=O)=NC(C2C=CC(OC)=CC=2)=N1)C=C.[CH2:25]([N:28]1[C:32]([C:33]2[CH:38]=[CH:37][C:36]([O:39][CH3:40])=[CH:35][CH:34]=2)=[N:31][C:30]([C:41]2[CH:42]=[C:43]([CH:46]=[CH:47][CH:48]=2)[CH:44]=O)=[N:29]1)[CH:26]=[CH2:27].N1CCCC1.C(O)(=O)C.C(O[BH-](OC(=O)C)OC(=O)C)(=O)C.[Na+].[ClH:72].CCO>C1COCC1.C(O)C>[ClH:72].[CH2:25]([N:28]1[C:32]([C:33]2[CH:38]=[CH:37][C:36]([O:39][CH3:40])=[CH:35][CH:34]=2)=[N:31][C:30]([C:41]2[CH:48]=[CH:47][CH:46]=[C:43]([CH2:44][N:4]3[CH2:8][CH2:9][CH2:10][CH2:11]3)[CH:42]=2)=[N:29]1)[CH:26]=[CH2:27] |f:4.5,6.7,10.11|. Procedure details: A solution of mixture of 3-[2-allyl-5-(4-methoxy-phenyl)-2H-[1,2,4]triazol-3-yl]-benzaldehyde and 3-[-allyl-5-(4-methoxy-phenyl)-1H-[1,2,4]triazol-3-yl]-benzaldehyde (1:1) (60 mg, 0.19 mmol), pyrrolidine (19 μl, 5 0.23 mmol) and acetic acid (13 μl, 0.023 mmol) in THF (5 ml) was stirred for 15 min at r.t then sodium triacetoxyborohydride (59 mg, 0.28 mmol) was added in a single portion. This mixture was allowed to react at r.t. under argon until all the aldehyde had been consumed (ca. 1.5 hr). Sa... Starting materials: CCCCP(CCCC)CCCC, Cc1cc(O)cc(C)c1-c1cccc(CN(c2ccc(CCC(=O)OC(C)(C)C)c(F)c2)S(=O)(=O)c2ccccc2[N+](=O)[O-])c1, O=C(N=NC(=O)N1CCCCC1)N1CCCCC1, C1CCOC1, O=C1CCCN1CCO. Product: Cc1cc(OCCN2CCCC2=O)cc(C)c1-c1cccc(CN(c2ccc(CCC(=O)OC(C)(C)C)c(F)c2)S(=O)(=O)c2ccccc2[N+](=O)[O-])c1. As a reaction SMILES: [CH2:55]([P:56]([CH2:57][CH2:58][CH2:59][CH3:60])[CH2:61][CH2:62][CH2:63][CH3:64])[CH2:65][CH2:66][CH3:67].[F:1][c:2]1[c:3]([CH2:37][CH2:38][C:39](=[O:40])[O:41][C:42]([CH3:43])([CH3:44])[CH3:45])[cH:4][cH:5][c:6]([N:8]([S:9](=[O:10])(=[O:11])[c:12]2[c:13]([N+:18](=[O:19])[O-:20])[cH:14][cH:15][cH:16][cH:17]2)[CH2:21][c:22]2[cH:23][c:24](-[c:28]3[c:29]([CH3:36])[cH:30][c:31]([OH:35])[cH:32][c:33]3[CH3:34])[cH:25][cH:26][cH:27]2)[cH:7]1.[N:68]([C:69]([N:70]1[CH2:71][CH2:72][CH2:73][CH2:74][CH2:75]1)=[O:76])=[N:77][C:78]([N:79]1[CH2:80][CH2:81][CH2:82][CH2:83][CH2:84]1)=[O:85].[O:86]1[CH2:87][CH2:88][CH2:89][CH2:90]1.[OH:46][CH2:47][CH2:48][N:49]1[C:50](=[O:54])[CH2:51][CH2:52][CH2:53]1>>[F:1][c:2]1[c:3]([CH2:37][CH2:38][C:39](=[O:40])[O:41][C:42]([CH3:43])([CH3:44])[CH3:45])[cH:4][cH:5][c:6]([N:8]([S:9](=[O:10])(=[O:11])[c:12]2[c:13]([N+:18](=[O:19])[O-:20])[cH:14][cH:15][cH:16][cH:17]2)[CH2:21][c:22]2[cH:23][c:24](-[c:28]3[c:29]([CH3:36])[cH:30][c:31]([O:35][CH2:47][CH2:48][N:49]4[C:50](=[O:54])[CH2:51][CH2:52][CH2:53]4)[cH:32][c:33]3[CH3:34])[cH:25][cH:26][cH:27]2)[cH:7]1. Starting materials: ClC(OC)Cl (dichloro-methoxy-methane), ClC(C(=O)C=1NC=CC1)(Cl)Cl (2,2,2-trichloro-1-(1H-pyrrol-2-yl)-ethanone), [Al+3].[Cl-].[Cl-].[Cl-] (AlCl3), C[N+](=O)[O-] (MeNO2). Run in C(CCl)Cl (EDC), C(CCl)Cl (EDC). Conditions: time 8 hour. The product is ClC(C(=O)C1=CC(=CN1)C=O)(Cl)Cl (5-Trichloroacetyl-1H-pyrrole-3-carbaldehyde). The yield is 63.6%. Reaction SMILES: [Cl:1][C:2]([Cl:11])([Cl:10])[C:3]([C:5]1[NH:6][CH:7]=[CH:8][CH:9]=1)=[O:4].[Al+3].[Cl-].[Cl-].[Cl-].C[N+]([O-])=O.Cl[CH:21](Cl)[O:22]C>C(Cl)CCl>[Cl:11][C:2]([Cl:1])([Cl:10])[C:3]([C:5]1[NH:6][CH:7]=[C:8]([CH:21]=[O:22])[CH:9]=1)=[O:4] |f:1.2.3.4|. Procedure details: A solution of 2,2,2-trichloro-1-(1H-pyrrol-2-yl)-ethanone (5.0 g, 23.53 mmol) and AlCl3 (3.8 g, 28.50 mmol) in co-solvents of EDC (20 mL) and MeNO2 (20 mL) was cooled to −10° C. A solution of dichloro-methoxy-methane (3.25 g, 28.27 mmol) in EDC (5 mL) was added fairly rapidly and the mix was then stirred at −10° C. to room temperature for overnight. It was poured over crushed ice, the layer were separated, and the aqueous phase was extracted with CH2Cl2. The combined organic layers were washed, ...